From a dataset of the Open Reaction Database (ORD), a public repository of structured organic reaction records. describe an organic reaction: reactants, conditions, products, and yield Reactants: BrB(Br)Br, COc1cc(C2COc3c(C)c(C)c(NC(=O)CC(C)(C)C)c(C)c32)ccc1C(C)C, ClCCl, O. Product: Cc1c(C)c2c(c(C)c1NC(=O)CC(C)(C)C)C(c1ccc(C(C)C)c(O)c1)CO2. RXN SMILES: [B:32]([Br:33])([Br:34])[Br:35].[CH:1]([CH3:2])([CH3:3])[c:4]1[c:5]([O:30][CH3:31])[cH:6][c:7]([CH:10]2[CH2:11][O:12][c:13]3[c:14]2[c:15]([CH3:29])[c:16]([NH:21][C:22]([CH2:23][C:24]([CH3:25])([CH3:26])[CH3:27])=[O:28])[c:17]([CH3:20])[c:18]3[CH3:19])[cH:8][cH:9]1.[Cl:37][CH2:38][Cl:39].[OH2:36]>>[CH:1]([CH3:2])([CH3:3])[c:4]1[c:5]([OH:30])[cH:6][c:7]([CH:10]2[CH2:11][O:12][c:13]3[c:14]2[c:15]([CH3:29])[c:16]([NH:21][C:22]([CH2:23][C:24]([CH3:25])([CH3:26])[CH3:27])=[O:28])[c:17]([CH3:20])[c:18]3[CH3:19])[cH:8][cH:9]1. Reactants: solid, Cl.Cl.O1CCC2=C1C=CC=C2C2CCN(CC2)CC[C@@H]2CC[C@H](CC2)N (trans-4-{2-[4-(2,3-dihydro-benzofuran-4-yl)-piperidin-1-yl]-ethyl}-cyclohexylamine dihydrochloride), Cl.Cl.O1CCC2=C1C=CC=C2C2CCN(CC2)CC[C@@H]2CC[C@H](CC2)N (trans-4-{2-[4-(2,3-dihydro-benzofuran-4-yl)-piperidin-1-yl]-ethyl}-cyclohexylamine dihydrochloride), N1(N=CC=C1)C1=CC=C(C(=O)O)C=C1 (4-pyrazol-1-yl-benzoic acid). Yields the product O1CCC2=C1C=CC=C2C2CCN(CC2)CC[C@@H]2CC[C@H](CC2)NC(C2=CC=C(C=C2)N2N=CC=C2)=O (trans-N-(4-{2-[4-(2,3-Dihydro-benzofuran-4-yl)-piperidin-1-yl]-ethyl}-cyclohexyl)-4-pyrazol-1-yl-benzamide). Reaction SMILES: Cl.Cl.[O:3]1[C:7]2[CH:8]=[CH:9][CH:10]=[C:11]([CH:12]3[CH2:17][CH2:16][N:15]([CH2:18][CH2:19][C@H:20]4[CH2:25][CH2:24][C@H:23]([NH2:26])[CH2:22][CH2:21]4)[CH2:14][CH2:13]3)[C:6]=2[CH2:5][CH2:4]1.[N:27]1([C:32]2[CH:40]=[CH:39][C:35]([C:36](O)=[O:37])=[CH:34][CH:33]=2)[CH:31]=[CH:30][CH:29]=[N:28]1>>[O:3]1[C:7]2[CH:8]=[CH:9][CH:10]=[C:11]([CH:12]3[CH2:17][CH2:16][N:15]([CH2:18][CH2:19][C@H:20]4[CH2:21][CH2:22][C@H:23]([NH:26][C:36](=[O:37])[C:35]5[CH:34]=[CH:33][C:32]([N:27]6[CH:31]=[CH:30][CH:29]=[N:28]6)=[CH:40][CH:39]=5)[CH2:24][CH2:25]4)[CH2:14][CH2:13]3)[C:6]=2[CH2:5][CH2:4]1 |f:0.1.2|. Procedure: The title compound, white solid (112 mg, 90%), MS (ISP) m/z=499.3 [(M+H)+], mp 258.5° C., was prepared in accordance with the general method of example 1 from trans-4-{2-[4-(2,3-dihydro-benzofuran-4-yl)-piperidin-1-yl]-ethyl}-cyclohexylamine dihydrochloride (intermediate B) (100 mg, 0.25 mmol) and 4-pyrazol-1-yl-benzoic acid.